From a dataset of the Open Reaction Database (ORD), a public repository of structured organic reaction records. describe an organic reaction: reactants, conditions, products, and yield The reactants are FC(C(=O)O)(F)F (trifluoroacetic acid), C(C1=CC=CC=C1)(C1=CC=CC=C1)(C1=CC=CC=C1)N1C=NC(=C1)C=CCCCC(=O)O (6-(1-trityl-1H-imidazol-4-yl)hex-5-enoic acid). Solvent: ClCCl (dichloromethane). Yields the product FC(C(=O)O)(F)F.N1C=NC(=C1)C=CCCCC(=O)O (6-(1H-imidazol-4-yl)hex-5-enoic acid trifluoroacetate). Yield: 60.0%. RXN SMILES: [F:1][C:2]([F:7])([F:6])[C:3]([OH:5])=[O:4].C([N:27]1[CH:31]=[C:30]([CH:32]=[CH:33][CH2:34][CH2:35][CH2:36][C:37]([OH:39])=[O:38])[N:29]=[CH:28]1)(C1C=CC=CC=1)(C1C=CC=CC=1)C1C=CC=CC=1>ClCCl>[F:1][C:2]([F:7])([F:6])[C:3]([OH:5])=[O:4].[NH:27]1[CH:31]=[C:30]([CH:32]=[CH:33][CH2:34][CH2:35][CH2:36][C:37]([OH:39])=[O:38])[N:29]=[CH:28]1 |f:3.4|. Procedure: 2 ml of trifluoroacetic acid are added to 0.58 g (1.37 mmol) of 6-(1-trityl-1H-imidazol-4-yl)hex-5-enoic acid in suspension in 8 ml of dichloromethane. After the solvents have been evaporated off, the oil obtained is purified on a silica column (eluent 8/2 DCM/MeOH). 240 mg of 6-(1H-imidazol-4-yl)hex-5-enoic acid trifluoroacetate in the form of a yellow oil are isolated with a yield of 60%.